Dataset: the Open Reaction Database (ORD), a public repository of structured organic reaction records. Task: describe an organic reaction: reactants, conditions, products, and yield The reactants are NC1CCCC2=CC=C(C=C12)OC (1-amino-7-methoxy-1,2,3,4-tetrahydronaphthalene), COC(CBr)=O (bromoacetic acid methyl ester). The solvent is C(C)OCC (diethyl ether), C(C)OCC (diethyl ether). Run at time 70 hour. Yields the product COC(CNC1CCCC2=CC=C(C=C12)OC)=O (N-(7-methoxy-1,2,3,4-tetrahydronaphthalen-1-yl) glycine methyl ester). RXN SMILES: [NH2:1][CH:2]1[C:11]2[C:6](=[CH:7][CH:8]=[C:9]([O:12][CH3:13])[CH:10]=2)[CH2:5][CH2:4][CH2:3]1.[CH3:14][O:15][C:16](=[O:19])[CH2:17]Br>C(OCC)C>[CH3:14][O:15][C:16](=[O:19])[CH2:17][NH:1][CH:2]1[C:11]2[C:6](=[CH:7][CH:8]=[C:9]([O:12][CH3:13])[CH:10]=2)[CH2:5][CH2:4][CH2:3]1. Procedure: 367.0 g of 1-amino-7-methoxy-1,2,3,4-tetrahydronaphthalene are solved in 1500 ml of diethyl ether. To this solution is dropwise added a solution of 158.3 g of bromoacetic acid methyl ester in 450 ml of diethyl ether. The mixture is stirred at room temperature for 70 hours. The precipitate is separated and the solution is concentrated to dryness, yielding N-(7-methoxy-1,2,3,4-tetrahydronaphthalen-1-yl) glycine methyl ester quantitatively. The reactants are CN(C)C=O, O=C1CCc2ccc(OCCCl)cc21, [H-], [Na+], c1c[nH]cn1. The product is O=C1CCc2ccc(OCCn3ccnc3)cc21. As a reaction SMILES: [CH3:22][N:23]([CH3:24])[CH:25]=[O:26].[Cl:8][CH2:9][CH2:10][O:11][c:12]1[cH:13][cH:14][c:15]2[c:19]([cH:20]1)[C:18](=[O:21])[CH2:17][CH2:16]2.[H-:1].[Na+:2].[nH:3]1[cH:4][n:5][cH:6][cH:7]1>>[n:3]1([CH2:9][CH2:10][O:11][c:12]2[cH:13][cH:14][c:15]3[c:19]([cH:20]2)[C:18](=[O:21])[CH2:17][CH2:16]3)[cH:4][n:5][cH:6][cH:7]1. The product is ClC1=CC=C(C2=CC=CC=C12)OC(CNC1=CC=C(C(=O)OCC)C=C1)C (Ethyl p-{[2-(4-chloro-1-naphthyloxy)propyl]amino}benzoate). Starting materials: ClC1=CC=C(C2=CC=CC=C12)OC(C(=O)NC1=CC=C(C(=O)OCC)C=C1)C (ethyl p-[2-(4-chloro-1-naphthyloxy)propionamido]benzoate), B#B (diborane). RXN SMILES: [Cl:1][C:2]1[C:11]2[C:6](=[CH:7][CH:8]=[CH:9][CH:10]=2)[C:5]([O:12][CH:13]([CH3:28])[C:14]([NH:16][C:17]2[CH:27]=[CH:26][C:20]([C:21]([O:23][CH2:24][CH3:25])=[O:22])=[CH:19][CH:18]=2)=O)=[CH:4][CH:3]=1.B#B>O1CCCC1>[Cl:1][C:2]1[C:11]2[C:6](=[CH:7][CH:8]=[CH:9][CH:10]=2)[C:5]([O:12][CH:13]([CH3:28])[CH2:14][NH:16][C:17]2[CH:27]=[CH:26][C:20]([C:21]([O:23][CH2:24][CH3:25])=[O:22])=[CH:19][CH:18]=2)=[CH:4][CH:3]=1. Conditions: time 20 minute. Solvent: O1CCCC1 (tetrahydrofuran), O1CCCC1 (tetrahydrofuran). Reported procedure: To a cold, stirred solution of ethyl p-[2-(4-chloro-1-naphthyloxy)propionamido]benzoate (9.5 g.) in 100 ml. dry tetrahydrofuran is added slowly 35 ml. of 1 M diborane in tetrahydrofuran. The reaction mixture is stirred at room temperature for 20 minutes, then refluxed for 31/2 hours. The mixture is poured onto 500 ml. of ice, giving a cloudy solution. After saturating this solution with sodium chloride, it is extracted twice with ether and twice with chloroform. The combined organic phases are d... Product: Cc1ccnc(Nc2ncc(Sc3ccnc(C(=O)NCC4(c5ccncc5)CCNCC4)c3F)s2)c1. RXN SMILES: [Cl:45][CH2:46][CH2:47][Cl:48].[F:1][c:2]1[c:3]([C:22](=[O:23])[NH:24][CH2:25][C:26]2([c:39]3[cH:40][cH:41][n:42][cH:43][cH:44]3)[CH2:27][CH2:28][N:29]([C:32]([O:33][C:34]([CH3:35])([CH3:36])[CH3:37])=[O:38])[CH2:30][CH2:31]2)[n:4][cH:5][cH:6][c:7]1[S:8][c:9]1[cH:10][n:11][c:12]([NH:14][c:15]2[n:16][cH:17][cH:18][c:19]([CH3:21])[cH:20]2)[s:13]1.[F:49][C:50]([F:51])([F:52])[C:53]([OH:54])=[O:55]>>[F:1][c:2]1[c:3]([C:22](=[O:23])[NH:24][CH2:25][C:26]2([c:39]3[cH:40][cH:41][n:42][cH:43][cH:44]3)[CH2:27][CH2:28][NH:29][CH2:30][CH2:31]2)[n:4][cH:5][cH:6][c:7]1[S:8][c:9]1[cH:10][n:11][c:12]([NH:14][c:15]2[n:16][cH:17][cH:18][c:19]([CH3:21])[cH:20]2)[s:13]1. The reactants are ClCCCl, Cc1ccnc(Nc2ncc(Sc3ccnc(C(=O)NCC4(c5ccncc5)CCN(C(=O)OC(C)(C)C)CC4)c3F)s2)c1, O=C(O)C(F)(F)F. Reactants: O=[O+][O-] (Ozone), C(C=C)[C@@]1(CCN(C(O1)=O)[C@@H](C)C1=CC=C(C=C1)F)C1=CC=C(C=C1)F ((R)-6-allyl-6-(4-fluorophenyl)-3-((S)-1-(4-fluorophenyl)ethyl)-1,3-oxazinan-2-one), C1=CC=C(C=C1)P(C2=CC=CC=C2)C3=CC=CC=C3 (Ph3P). Run in C(Cl)Cl (CH2Cl2). Reaction conditions: time 8 hour. Product: FC1=CC=C(C=C1)[C@]1(CCN(C(O1)=O)[C@@H](C)C1=CC=C(C=C1)F)CC=O (2-((S)-6-(4-fluorophenyl)-3-((S)-1-(4-fluorophenyl)ethyl)-2-oxo-1,3-oxazinan-6-yl)acetaldehyde). RXN SMILES: [O:1]=[O+][O-].[CH2:4]([C@@:7]1([C:23]2[CH:28]=[CH:27][C:26]([F:29])=[CH:25][CH:24]=2)[O:12][C:11](=[O:13])[N:10]([C@H:14]([C:16]2[CH:21]=[CH:20][C:19]([F:22])=[CH:18][CH:17]=2)[CH3:15])[CH2:9][CH2:8]1)[CH:5]=C.C1C=CC(P(C2C=CC=CC=2)C2C=CC=CC=2)=CC=1>C(Cl)Cl>[F:29][C:26]1[CH:27]=[CH:28][C:23]([C@:7]2([CH2:4][CH:5]=[O:1])[O:12][C:11](=[O:13])[N:10]([C@H:14]([C:16]3[CH:17]=[CH:18][C:19]([F:22])=[CH:20][CH:21]=3)[CH3:15])[CH2:9][CH2:8]2)=[CH:24][CH:25]=1. Procedure: Ozone was passed into a solution of (R)-6-allyl-6-(4-fluorophenyl)-3-((S)-1-(4-fluorophenyl)ethyl)-1,3-oxazinan-2-one (500 mg, 1.40 mmol) in anhydrous CH2Cl2 (20 mL) at −78° C. until a blue color appeared. Then Ph3P (920 mg, 3.5 mmol) was added at −78° C. The formed mixture was stirred overnight. The mixture was concentrated to give crude 2-((S)-6-(4-fluorophenyl)-3-((S)-1-(4-fluorophenyl)ethyl)-2-oxo-1,3-oxazinan-6-yl)acetaldehyde, which was used for the next step without purification.